describe an organic reaction: reactants, conditions, products, and yield From a dataset of the Open Reaction Database (ORD), a public repository of structured organic reaction records. Starting materials: CN(C(OC(C)(C)C)=O)C1CCC(CC1)OC=1N=CN=C2SC=3CC[C@@H](C3C12)CC=O (tert-butyl N-methyl-N-(4-[[(3R)-3-(2-oxoethyl)-7-thia-9,11-diazatricyclo[6.4.0.0[2,6]]dodeca-1(12),2(6),8,10-tetraen-12-yl]oxy]cyclohexyl)carbamate), compound 43.1, C(C)(C)(C)OO (t-BuOOH), C(C)B(CC)CC (Triethylborane), C(C)(C)(C)OO (tert-butyl hydroperoxide), trialkylboranes, [NH4+].[OH-] (NH4OH), B(CC)(CC)CC (Et3B), O=O (oxygen). Run in C1CCOC1 (THF). Conditions: time 10 minute. Yields the product O[C@@H](C[C@@H]1C=2C3=C(N=CN=C3SC2CC1)OC1CCC(CC1)N(C(OC(C)(C)C)=O)C)[C@H]1OCCC1 (tert-butyl N-(4-[[(3R)-3-[(2S)-2-hydroxy-2-[(2S)-oxolan-2-yl]ethyl]-7-thia-9,11-diazatricyclo[6.4.0.0[2,6]]dodeca-1(12),2(6),8,10-tetraen-12-yl]oxy]cyclohexyl)-N-methylcarbamate). The yield is 40.0%. Reaction SMILES: [CH3:1][N:2]([CH:10]1[CH2:15][CH2:14][CH:13]([O:16][C:17]2[N:18]=[CH:19][N:20]=[C:21]3[C:28]=2[C:27]2[C@@H:26]([CH2:29][CH:30]=[O:31])[CH2:25][CH2:24][C:23]=2[S:22]3)[CH2:12][CH2:11]1)[C:3](=[O:9])[O:4][C:5]([CH3:8])([CH3:7])[CH3:6].B([CH2:37][CH3:38])(CC)CC.[C:39]([O:43]O)(C)(C)[CH3:40].O=O.[NH4+].[OH-]>C1COCC1>[OH:31][C@H:30]([C@@H:38]1[CH2:37][CH2:40][CH2:39][O:43]1)[CH2:29][C@H:26]1[CH2:25][CH2:24][C:23]2[S:22][C:21]3[C:28](=[C:17]([O:16][CH:13]4[CH2:14][CH2:15][CH:10]([N:2]([CH3:1])[C:3](=[O:9])[O:4][C:5]([CH3:8])([CH3:6])[CH3:7])[CH2:11][CH2:12]4)[N:18]=[CH:19][N:20]=3)[C:27]1=2 |f:4.5|. Reported procedure: For the preparation of the starting material compound 43.1, please refer to Example 43. A 50-mL three necked round-bottom flask, purged and maintained with an inert atmosphere of nitrogen, was charged with a solution of tert-butyl N-methyl-N-(4-[[(3R)-3-(2-oxoethyl)-7-thia-9,11-diazatricyclo[6.4.0.0[2,6]]dodeca-1(12),2(6),8,10-tetraen-12-yl]oxy]cyclohexyl)carbamate (500 mg, 1.12 mmol, 1.00 equiv) in 10 mL of distilled THF. Et3B (11.2 mL, 1N) was added slowly at 0° C. over 20 min. Then t-BuOOH (1... The reactants are CC(C)(C)OC(=O)C1CC(CN)CN1C(=O)OC(C)(C)C, CSC(=NC(=O)OC(C)(C)C)NC(=O)OC(C)(C)C, C1CCOC1, O. The product is CC(C)(C)OC(=O)C1CC(C#N)CN1C(=O)OC(C)(C)C. As a reaction SMILES: [C:1]([CH3:2])([CH3:3])([CH3:4])[O:5][C:6]([CH:7]1[N:8]([C:14](=[O:15])[O:16][C:17]([CH3:18])([CH3:19])[CH3:20])[CH2:9][CH:10]([CH2:12][NH2:13])[CH2:11]1)=[O:21].[C:22]([O:23][C:24]([NH:25][C:26](=[N:27][C:28]([O:29][C:30]([CH3:31])([CH3:32])[CH3:33])=[O:34])[S:35][CH3:36])=[O:37])([CH3:38])([CH3:39])[CH3:40].[O:41]1[CH2:42][CH2:43][CH2:44][CH2:45]1.[OH2:46]>>[C:1]([CH3:2])([CH3:3])([CH3:4])[O:5][C:6]([CH:7]1[N:8]([C:14](=[O:15])[O:16][C:17]([CH3:18])([CH3:19])[CH3:20])[CH2:9][CH:10]([C:12]#[N:13])[CH2:11]1)=[O:21]. Starting materials: CSC=1S\C(\C(N1)=O)=C/C=1C=C2C=CC=NC2=CC1 (2-methylsulfanyl-5-[1-quinolin-6-yl-meth-(Z)-ylidene]-thiazol-4-one), OC[C@@H](CC)N ((R)-1-hydroxymethyl-propylamine), CCN(C(C)C)C(C)C (DIEA). Yields the product OC[C@@H](CC)NC=1S\C(\C(N1)=O)=C/C=1C=C2C=CC=NC2=CC1 (2-((R)-1-hydroxymethyl-propylamino)-5-[1-quinolin-6-yl-meth-(Z)-ylidene]-thiazol-4-one). As a reaction SMILES: CS[C:3]1[S:4]/[C:5](=[CH:9]\[C:10]2[CH:11]=[C:12]3[C:17](=[CH:18][CH:19]=2)[N:16]=[CH:15][CH:14]=[CH:13]3)/[C:6](=[O:8])[N:7]=1.[OH:20][CH2:21][C@H:22]([NH2:25])[CH2:23][CH3:24].CCN(C(C)C)C(C)C>>[OH:20][CH2:21][C@H:22]([NH:25][C:3]1[S:4]/[C:5](=[CH:9]\[C:10]2[CH:11]=[C:12]3[C:17](=[CH:18][CH:19]=2)[N:16]=[CH:15][CH:14]=[CH:13]3)/[C:6](=[O:8])[N:7]=1)[CH2:23][CH3:24]. Reported procedure: Similar procedure as described in example 1b was used, starting from 2-methylsulfanyl-5-[1-quinolin-6-yl-meth-(Z)-ylidene]-thiazol-4-one, (R)-1-hydroxymethyl-propylamine and DIEA to give 2-((R)-1-hydroxymethyl-propylamino)-5-[1-quinolin-6-yl-meth-(Z)-ylidene]-thiazol-4-one. LC-MS m/e 328 (MH+). Reactants: ClC=1C(=NC=C(C(=O)O)C1)Cl (5,6-dichloro-nicotinic acid), C(=O)(C(=O)Cl)Cl ((COCl)2). Reagents/catalysts: CN(C)C=O (DMF). Run at time 4 hour. Yields the product ClC=1C(=NC=C(C(=O)Cl)C1)Cl (5,6-Dichloro-nicotinoyl chloride). As a reaction SMILES: [Cl:1][C:2]1[C:3]([Cl:11])=[N:4][CH:5]=[C:6]([CH:10]=1)[C:7](O)=[O:8].C(Cl)(C([Cl:16])=O)=O>CN(C=O)C>[Cl:1][C:2]1[C:3]([Cl:11])=[N:4][CH:5]=[C:6]([CH:10]=1)[C:7]([Cl:16])=[O:8]. Reported procedure: A mixture of 5,6-dichloro-nicotinic acid (7.0 g, 0.036 mol, Aldrich), (COCl)2 (50 mL, Aldrich) and DMF (2 drops) was stirred at room temperature for 4 h. The solution was evaporated in vacuo to give the title compound as an orange solid The reactants are [N+](=O)([O-])C1=CC=C2CCC(CC2=C1)=O (7-nitro-2-tetralone), [N+](=O)([O-])C1=C(C=O)C=C(C(=C1)OC)OC (2-nitro-4,5-dimethoxybenzaldehyde). The product is [N+](=O)([O-])C1=C(C=C2C(CCC3=CC=C(C=C23)[N+](=O)[O-])=O)C=C(C(=C1)OC)OC (1-(2'-Nitro-4',5'-dimethoxybenzylidene)-7-nitro-2-tetralone). Reaction SMILES: [N+:1]([C:4]1[CH:13]=[C:12]2[C:7]([CH2:8][CH2:9][C:10](=[O:14])[CH2:11]2)=[CH:6][CH:5]=1)([O-:3])=[O:2].[N+:15]([C:18]1[CH:25]=[C:24]([O:26][CH3:27])[C:23]([O:28][CH3:29])=[CH:22][C:19]=1[CH:20]=O)([O-:17])=[O:16]>>[N+:15]([C:18]1[CH:25]=[C:24]([O:26][CH3:27])[C:23]([O:28][CH3:29])=[CH:22][C:19]=1[CH:20]=[C:11]1[C:12]2[C:7](=[CH:6][CH:5]=[C:4]([N+:1]([O-:3])=[O:2])[CH:13]=2)[CH2:8][CH2:9][C:10]1=[O:14])([O-:17])=[O:16]. Reported procedure: Prepared from 7-nitro-2-tetralone and 2-nitro-4,5-dimethoxybenzaldehyde; mp 125° C.; IR (Nujol): 1724, 1540, 1545; 1H NMR: δ2.69 (2H, t), 3.16 (2H t), 3.59 (3H, s), 4.01 (3H, s), 6.45 (1H, s), 7.41 (1H, d, J=8.1), 7.68 (1H, d, J=2.2), 7.72 (1H, s), 7.94-7.99 (1H, dd, J=8.4, 2.2), 8.08 (1H, s); 13C NMR: δ28.4, 36.9, 56.9, 57.0, 108.7, 111.6, 123.2, 124.2, 126.1, 129.7, 132.5, 133.9, 135.8, 141.4, 145.8, 146.8, 150.1, 154.1, 198.4.